From a dataset of the Open Reaction Database (ORD), a public repository of structured organic reaction records. describe an organic reaction: reactants, conditions, products, and yield Reactants: CC(=O)OC(C)=O, CCOC(=NO)C1Cc2cc(C(=O)c3ccccc3F)c(O)c(Cl)c2O1. Yields the product CCOC(=NOC(C)=O)C1Cc2cc(C(=O)c3ccccc3F)c(O)c(Cl)c2O1. RXN SMILES: [CH3:1][C:2](=[O:3])[O:4][C:5](=[O:6])[CH3:7].[Cl:8][c:9]1[c:10]([OH:33])[c:11]([C:24]([c:25]2[c:26]([F:31])[cH:27][cH:28][cH:29][cH:30]2)=[O:32])[cH:12][c:13]2[c:17]1[O:16][CH:15]([C:18]([O:19][CH2:20][CH3:21])=[N:22][OH:23])[CH2:14]2>>[CH3:1][C:2](=[O:3])[O:23][N:22]=[C:18]([CH:15]1[CH2:14][c:13]2[cH:12][c:11]([C:24]([c:25]3[c:26]([F:31])[cH:27][cH:28][cH:29][cH:30]3)=[O:32])[c:10]([OH:33])[c:9]([Cl:8])[c:17]2[O:16]1)[O:19][CH2:20][CH3:21]. The reactants are O=C([O-])[O-], CCI, Cc1nc2ccccc2c(=O)n1-c1ccc(OC2CCNCC2)cc1, CN(C)C=O, [K+], [K+]. Yields the product CCN1CCC(Oc2ccc(-n3c(C)nc4ccccc4c3=O)cc2)CC1. RXN SMILES: [C:29](=[O:30])([O-:31])[O-:32].[CH2:26]([CH3:27])[I:28].[CH3:1][c:2]1[n:3][c:4]2[cH:5][cH:6][cH:7][cH:8][c:9]2[c:10](=[O:25])[n:11]1-[c:12]1[cH:13][cH:14][c:15]([O:18][CH:19]2[CH2:20][CH2:21][NH:22][CH2:23][CH2:24]2)[cH:16][cH:17]1.[CH3:35][N:36]([CH3:37])[CH:38]=[O:39].[K+:33].[K+:34]>>[CH3:1][c:2]1[n:3][c:4]2[cH:5][cH:6][cH:7][cH:8][c:9]2[c:10](=[O:25])[n:11]1-[c:12]1[cH:13][cH:14][c:15]([O:18][CH:19]2[CH2:20][CH2:21][N:22]([CH2:26][CH3:27])[CH2:23][CH2:24]2)[cH:16][cH:17]1. Starting materials: CC(=O)OC(C)=O, CCC(C)(C)Cc1cn(C(c2ccccc2)(c2ccccc2)c2ccccc2)c(CC(N)c2ccc(-c3ccc(F)cn3)cc2)n1, ClCCl. The product is CCC(C)(C)Cc1cn(C(c2ccccc2)(c2ccccc2)c2ccccc2)c(CC(NC(C)=O)c2ccc(-c3ccc(F)cn3)cc2)n1. RXN SMILES: [CH3:1][C:2]([O:3][C:5]([CH3:6])=[O:7])=[O:4].[CH3:8][C:9]([CH2:10][c:11]1[n:12][c:13]([CH2:35][CH:36]([NH2:37])[c:38]2[cH:39][cH:40][c:41](-[c:44]3[n:45][cH:46][c:47]([F:50])[cH:48][cH:49]3)[cH:42][cH:43]2)[n:14]([C:16]([c:17]2[cH:18][cH:19][cH:20][cH:21][cH:22]2)([c:23]2[cH:24][cH:25][cH:26][cH:27][cH:28]2)[c:29]2[cH:30][cH:31][cH:32][cH:33][cH:34]2)[cH:15]1)([CH2:51][CH3:52])[CH3:53].[Cl:54][CH2:55][Cl:56]>>[C:5]([CH3:6])(=[O:7])[NH:37][CH:36]([CH2:35][c:13]1[n:12][c:11]([CH2:10][C:9]([CH3:8])([CH2:51][CH3:52])[CH3:53])[cH:15][n:14]1[C:16]([c:17]1[cH:18][cH:19][cH:20][cH:21][cH:22]1)([c:23]1[cH:24][cH:25][cH:26][cH:27][cH:28]1)[c:29]1[cH:30][cH:31][cH:32][cH:33][cH:34]1)[c:38]1[cH:39][cH:40][c:41](-[c:44]2[n:45][cH:46][c:47]([F:50])[cH:48][cH:49]2)[cH:42][cH:43]1. Starting materials: C(C)O (ethanol), C1(=CC=CC=C1)[C@H](C)N ((-)-(S)-1-penylethylamine), C(C(C(=O)O)O)(C(=O)O)O (racemic acid), C(C)O (ethanol). The product is O[C@H]1[C@H]([C@H](CC1)CC(=O)[O-])CCCCC ((1R,2S,3R)-3-hydroxy-2-pentyl-1-cyclopentaneacetate), C1(=CC=CC=C1)[C@H](C)[NH3+] ((S)-1-phenyl-ethylammonium), O[C@H]1[C@H]([C@H](CC1)CC(=O)O)CCCCC ((+)-(1R,2S,3R)-3-hydroxy-2-pentyl-1-cyclopentaneacetic acid). RXN SMILES: [CH:1](O)([C:7](O)=O)[CH:2](O)[C:3]([OH:5])=[O:4].[C:11]1([C@@H:17]([NH2:19])[CH3:18])[CH:16]=[CH:15][CH:14]=[CH:13][CH:12]=1.C([OH:22])C>>[OH:22][C@@H:17]1[CH2:18][CH2:7][C@H:1]([CH2:2][C:3]([O-:5])=[O:4])[C@@H:11]1[CH2:12][CH2:13][CH2:14][CH2:15][CH3:16].[C:11]1([C@@H:17]([NH3+:19])[CH3:18])[CH:16]=[CH:15][CH:14]=[CH:13][CH:12]=1.[OH:22][C@@H:17]1[CH2:18][CH2:7][C@H:1]([CH2:2][C:3]([OH:5])=[O:4])[C@@H:11]1[CH2:12][CH2:13][CH2:14][CH2:15][CH3:16]. Procedure details: This acid presented the analytical characters of the racemic acid described under b) and a [α]20D =-12° (c=1.15, ethanol) (purity: 99%; e.r. 99.2:0.8). Proceeding in a manner analogous to that described here-above, but using (-)-(S)-1-penylethylamine (Fluka purum; e.r. 98:2), there was obtained (1R,2S,3R)-3-hydroxy-2-pentyl-1-cyclopentaneacetate of (S)-1-phenyl-ethylammonium (m.p. 131°-132°; [α]20D =+4°; c=1.05, ethanol) and (+)-(1R,2S,3R)-3-hydroxy-2-pentyl-1-cyclopentaneacetic acid having [α]2... Reactants: SC=1NC2=C(N1)C=CC(=C2)C (2-mercapto-5-methylbenzimidazole), C([O-])([O-])=O.[K+].[K+] (potassium carbonate), C(C1=CC=CC=C1)Cl (benzyl chloride). Solvent: CN(C=O)C (N,N-dimethylformamide). Product: C(C1=CC=CC=C1)N1C(=NC2=C1C=C(C=C2)C)SCC2=CC=CC=C2 (1-Benzyl-2-(benzylsulfanyl)-6-methyl-1H-benzimidazole). Isolated yield 166.9%. As a reaction SMILES: [SH:1][C:2]1[NH:3][C:4]2[CH:10]=[C:9]([CH3:11])[CH:8]=[CH:7][C:5]=2[N:6]=1.C(=O)([O-])[O-].[K+].[K+].[CH2:18](Cl)[C:19]1[CH:24]=[CH:23][CH:22]=[CH:21][CH:20]=1>CN(C)C=O>[CH2:18]([N:3]1[C:4]2[CH:10]=[C:9]([CH3:11])[CH:8]=[CH:7][C:5]=2[N:6]=[C:2]1[S:1][CH2:11][C:9]1[CH:10]=[CH:4][CH:5]=[CH:7][CH:8]=1)[C:19]1[CH:24]=[CH:23][CH:22]=[CH:21][CH:20]=1 |f:1.2.3|. Reported procedure: To a flask were added 2.0 g 2-mercapto-5-methylbenzimidazole, 4.2 g potassium carbonate, 30 ml N,N-dimethylformamide and 3.9 g benzyl chloride. The reaction mixture was heated to 60 C for 16 hours, then cooled to 50 C and quenched with 60 ml water and cooled to 5 C. The solid was filtered and washed with water and then recrystallized by dissolving in 50 ml hot acetonitrile and adding 10 ml of water. After cooling to 5 C, the product was filtered, washed and dried resulting in 3.5 g white solid a... Starting materials: C1(CC1)S(=O)(=O)N (cyclopropanesulfonamide), [H-].[Na+] (sodium hydride), CC1CN(CC(O1)C)C=1C=C(C=CC1)C1NC2=CC=C(C=C2CC1(C)C)C(=O)O (2-[3-(2,6-dimethyl-morpholin-4-yl)-phenyl]-3,3-dimethyl-1,2,3,4-tetrahydro-quinoline-6-carboxylic acid), C(=O)(N1C=NC=C1)N1C=NC=C1 (1,1′-carbonyldiimidazole), [H-].[Na+] (sodium hydride), C1(CC1)S(=O)(=O)N (cyclopropanesulfonamide). The solvent is CN(C=O)C (N,N-dimethylformamide), CN(C=O)C (N,N-dimethylformamide), CN(C=O)C (N,N-dimethylformamide). Conditions: temperature 25 celsius, time 1 hour. Product: CC1CN(CC(O1)C)C=1C=C(C=CC1)C1NC2=CC=C(C=C2CC1(C)C)C(=O)NS(=O)(=O)C1CC1 (cyclopropanesulfonic acid {2-[3-(2,6-dimethyl-morpholin-4-yl)-phenyl]-3,3-dimethyl-1,2,3,4-tetrahydro-quinoline-6-carbonyl}-amide). The yield is 29.6%. RXN SMILES: [H-].[Na+].[CH:3]1([S:6]([NH2:9])(=[O:8])=[O:7])[CH2:5][CH2:4]1.[CH3:10][CH:11]1[O:16][CH:15]([CH3:17])[CH2:14][N:13]([C:18]2[CH:19]=[C:20]([CH:24]3[C:33]([CH3:35])([CH3:34])[CH2:32][C:31]4[C:26](=[CH:27][CH:28]=[C:29]([C:36](O)=[O:37])[CH:30]=4)[NH:25]3)[CH:21]=[CH:22][CH:23]=2)[CH2:12]1.C(N1C=CN=C1)(N1C=CN=C1)=O>CN(C)C=O>[CH3:10][CH:11]1[O:16][CH:15]([CH3:17])[CH2:14][N:13]([C:18]2[CH:19]=[C:20]([CH:24]3[C:33]([CH3:35])([CH3:34])[CH2:32][C:31]4[C:26](=[CH:27][CH:28]=[C:29]([C:36]([NH:9][S:6]([CH:3]5[CH2:5][CH2:4]5)(=[O:8])=[O:7])=[O:37])[CH:30]=4)[NH:25]3)[CH:21]=[CH:22][CH:23]=2)[CH2:12]1 |f:0.1|. Procedure details: To a suspension of 60% sodium hydride (149 mg, 3.7 mmol) in N,N-dimethylformamide (2.5 mL) was added cyclopropanesulfonamide (460 mg, 3.8 mmol) at room temperature. The resulting mixture was stirred at 25° C. for 1 h. A solution of 2-[3-(2,6-dimethyl-morpholin-4-yl)-phenyl]-3,3-dimethyl-1,2,3,4-tetrahydro-quinoline-6-carboxylic acid (150 mg, 0.38 mmol) and 1,1′-carbonyldiimidazole (125 mg, 0.76 mmol) in N,N-dimethylformamide (1.0 mL) was stirred at 70° C. After stirring at 70° C. for 1 h, the ab... The reactants are Cc1onc2c1c(=O)n(C1CCCC(NC(=O)C(Cc3ccccc3)NC(=O)OC(C)(C)C)C1)c1cccc(Cl)c21, CC(=O)O. The product is Cc1onc2c1c(=O)n(C1CCCC(NC(=O)C(N)Cc3ccccc3)C1)c1cccc(Cl)c21. RXN SMILES: [C:1]([O:2][C:3](=[O:4])[NH:7][CH:8]([CH2:9][c:10]1[cH:11][cH:12][cH:13][cH:14][cH:15]1)[C:16]([NH:17][CH:18]1[CH2:19][CH:20]([n:24]2[c:25](=[O:39])[c:26]3[c:27]([c:28]4[c:29]([Cl:34])[cH:30][cH:31][cH:32][c:33]24)[n:35][o:36][c:37]3[CH3:38])[CH2:21][CH2:22][CH2:23]1)=[O:40])([CH3:5])([CH3:6])[CH3:41].[CH3:42][C:43](=[O:44])[OH:45]>>[NH2:7][CH:8]([CH2:9][c:10]1[cH:11][cH:12][cH:13][cH:14][cH:15]1)[C:16]([NH:17][CH:18]1[CH2:19][CH:20]([n:24]2[c:25](=[O:39])[c:26]3[c:27]([c:28]4[c:29]([Cl:34])[cH:30][cH:31][cH:32][c:33]24)[n:35][o:36][c:37]3[CH3:38])[CH2:21][CH2:22][CH2:23]1)=[O:40]. Starting materials: Cc1ccccc1-c1cnc2c(C(F)(F)F)cccc2c1-c1cccc(N)c1, O=C=Nc1ccccc1F. The product is Cc1ccccc1-c1cnc2c(C(F)(F)F)cccc2c1-c1cccc(NC(=O)Nc2ccccc2F)c1. As a reaction SMILES: [CH3:1][c:2]1[c:3](-[c:8]2[cH:9][n:10][c:11]3[c:12]([C:25]([F:26])([F:27])[F:28])[cH:13][cH:14][cH:15][c:16]3[c:17]2-[c:18]2[cH:19][c:20]([NH2:24])[cH:21][cH:22][cH:23]2)[cH:4][cH:5][cH:6][cH:7]1.[F:29][c:30]1[c:31]([N:36]=[C:37]=[O:38])[cH:32][cH:33][cH:34][cH:35]1>>[CH3:1][c:2]1[c:3](-[c:8]2[cH:9][n:10][c:11]3[c:12]([C:25]([F:26])([F:27])[F:28])[cH:13][cH:14][cH:15][c:16]3[c:17]2-[c:18]2[cH:19][c:20]([NH:24][C:37]([NH:36][c:31]3[c:30]([F:29])[cH:35][cH:34][cH:33][cH:32]3)=[O:38])[cH:21][cH:22][cH:23]2)[cH:4][cH:5][cH:6][cH:7]1.